Task: describe an organic reaction: reactants, conditions, products, and yield. Dataset: the Open Reaction Database (ORD), a public repository of structured organic reaction records The reactants are CN(C)Cc1ccc(CSCCN)o1, COC1=NS(=O)N=C1NCc1cccnc1, CO. Yields the product O=S1N=CC(NCc2cccnc2)=N1. RXN SMILES: [CH3:17][N:18]([CH2:19][c:20]1[o:21][c:22]([CH2:23][S:24][CH2:25][CH2:26][NH2:27])[cH:28][cH:29]1)[CH3:30].[CH3:1][O:2][C:3]1=[N:4][S:5](=[O:16])[N:6]=[C:7]1[NH:8][CH2:9][c:10]1[cH:11][n:12][cH:13][cH:14][cH:15]1.[CH3:31][OH:32]>>[CH:3]1=[N:4][S:5](=[O:16])[N:6]=[C:7]1[NH:8][CH2:9][c:10]1[cH:11][n:12][cH:13][cH:14][cH:15]1. The reactants are CCN(CC)c1ccc2cc(C(C)=O)c(=O)oc2c1, CC(=O)[O-], Cc1ccccc1, CCN(CCN1CCCCC1)c1ccc(C=O)cc1, C1CC[NH2+]CC1, O. The product is CCN(CC)c1ccc2cc(C(=O)C=Cc3ccc(N(CC)CCN4CCCCC4)cc3)c(=O)oc2c1. RXN SMILES: [C:1]([CH3:2])(=[O:3])[c:4]1[c:5](=[O:19])[o:6][c:7]2[cH:8][c:9]([N:14]([CH2:15][CH3:16])[CH2:17][CH3:18])[cH:10][cH:11][c:12]2[cH:13]1.[C:39]([O-:40])(=[O:41])[CH3:42].[CH3:49][c:50]1[cH:51][cH:52][cH:53][cH:54][cH:55]1.[N:20]1([CH2:26][CH2:27][N:28]([c:29]2[cH:30][cH:31][c:32]([CH:33]=[O:34])[cH:35][cH:36]2)[CH2:37][CH3:38])[CH2:21][CH2:22][CH2:23][CH2:24][CH2:25]1.[NH2+:43]1[CH2:44][CH2:45][CH2:46][CH2:47][CH2:48]1.[OH2:56]>>[C:1]([CH:2]=[CH:33][c:32]1[cH:31][cH:30][c:29]([N:28]([CH2:27][CH2:26][N:20]2[CH2:21][CH2:22][CH2:23][CH2:24][CH2:25]2)[CH2:37][CH3:38])[cH:36][cH:35]1)(=[O:3])[c:4]1[c:5](=[O:19])[o:6][c:7]2[cH:8][c:9]([N:14]([CH2:15][CH3:16])[CH2:17][CH3:18])[cH:10][cH:11][c:12]2[cH:13]1.